From a dataset of the Open Reaction Database (ORD), a public repository of structured organic reaction records. describe an organic reaction: reactants, conditions, products, and yield The reactants are O (water), C(C(C)C)N (isobutylamine), N(=NC(C(=O)[O-])(C)C)C(C(=O)[O-])(C)C (2,2'-azobis (2-methyl propionate)), C[O-].[Na+] (sodium methoxide). Run in CO (methanol). Conditions: temperature 10 celsius, time 8 hour. Product: N(=NC(C(=O)NCC(C)C)(C)C)C(C(=O)NCC(C)C)(C)C (2,2'-azobis [N-(2 -methylpropyl)-2-methyl propionamide]). Yield: 83.0%. RXN SMILES: [CH2:1]([NH2:5])[CH:2]([CH3:4])[CH3:3].[N:6]([C:14]([CH3:19])([CH3:18])[C:15]([O-:17])=O)=[N:7][C:8]([CH3:13])([CH3:12])[C:9]([O-:11])=O.C[O-].[Na+].O>CO>[N:7]([C:8]([CH3:12])([CH3:13])[C:9]([NH:5][CH2:1][CH:2]([CH3:4])[CH3:3])=[O:11])=[N:6][C:14]([CH3:19])([CH3:18])[C:15]([NH:5][CH2:1][CH:2]([CH3:4])[CH3:3])=[O:17] |f:2.3|. Procedure: 34.9 Grams of isobutylamine is mixed with 50 g of 2,2'-azobis (2-methyl propionate), and 10 g of 28% sodium methoxide solution in methanol is dropwise added thereto with stirring, followed by conducting a reaction at room temperature with stirring for 6 hours and keeping standing overnight. 100 Milliliter of water is added to the reaction solution and cooled to 10° C. to precipitate crystals. The crystals are recovered by filtration and dried to give 56.4 g (yield 83%) of 2,2'-azobis [N-(2 -meth... Reactants: CSC=1N=CC2=C(N3CCC[C@H]3CN(C2=O)C=2C=C(C(=O)NN)C=CC2)N1 ((S)-3-(9-methylthio-6-oxo-2,3,3a,4-tetrahydro-1H,6H-5,8,10,10b-tetraazabenzo[e]azulen-5-yl)benzoic hydrazide), C(OCC)(OCC)OCC (triethyl orthoformate). Reaction conditions: temperature 100 celsius, time 24 hour. Product: CSC=1N=CC2=C(N3CCC[C@H]3CN(C2=O)C2=CC(=CC=C2)C=2OC=NN2)N1 ((S)-9-methylthio-5-[3-(1,3,4-oxadiazol-2-yl)phenyl]-1,2,3,3a,4,5-hexahydro-5,8,10,10b-tetraazabenzo[e]azulen-6-one). The yield is 80.0%. As a reaction SMILES: [CH3:1][S:2][C:3]1[N:4]=[CH:5][C:6]2[C:15](=[O:16])[N:14]([C:17]3[CH:18]=[C:19]([CH:24]=[CH:25][CH:26]=3)[C:20]([NH:22][NH2:23])=[O:21])[CH2:13][C@H:12]3[N:8]([CH2:9][CH2:10][CH2:11]3)[C:7]=2[N:27]=1.[CH:28](OCC)(OCC)OCC>>[CH3:1][S:2][C:3]1[N:4]=[CH:5][C:6]2[C:15](=[O:16])[N:14]([C:17]3[CH:26]=[CH:25][CH:24]=[C:19]([C:20]4[O:21][CH:28]=[N:23][N:22]=4)[CH:18]=3)[CH2:13][C@H:12]3[N:8]([CH2:9][CH2:10][CH2:11]3)[C:7]=2[N:27]=1. Reported procedure: (S)-3-(9-Methylthio-6-oxo-2,3,3a,4-tetrahydro-1H,6H-5,8,10,10b-tetraazabenzo[e]azulen-5-yl)benzoic hydrazide (200 mg, 0.52 mmol) obtained in Step 2 was suspended in triethyl orthoformate (10 mL), and the mixture was stirred at 100° C. for 24 hours. The residue obtained by concentrating the mixture under reduced pressure was then purified by silica gel column chromatography to give (S)-9-methylthio-5-[3-(1,3,4-oxadiazol-2-yl)phenyl]-1,2,3,3a,4,5-hexahydro-5,8,10,10b-tetraazabenzo[e]azulen-6-one (...